From a dataset of the Open Reaction Database (ORD), a public repository of structured organic reaction records. describe an organic reaction: reactants, conditions, products, and yield The reactants are Fc1ccccc1Cn1nc(-c2nc(Cl)c(-c3ccncc3)c(Cl)n2)c2cccnc21, N. The product is Nc1nc(-c2nn(Cc3ccccc3F)c3ncccc23)nc(Cl)c1-c1ccncc1. As a reaction SMILES: [Cl:1][c:2]1[n:3][c:4](-[c:15]2[n:16][n:17]([CH2:24][c:25]3[c:26]([F:31])[cH:27][cH:28][cH:29][cH:30]3)[c:18]3[n:19][cH:20][cH:21][cH:22][c:23]23)[n:5][c:6]([Cl:14])[c:7]1-[c:8]1[cH:9][cH:10][n:11][cH:12][cH:13]1.[NH3:32]>>[Cl:1][c:2]1[n:3][c:4](-[c:15]2[n:16][n:17]([CH2:24][c:25]3[c:26]([F:31])[cH:27][cH:28][cH:29][cH:30]3)[c:18]3[n:19][cH:20][cH:21][cH:22][c:23]23)[n:5][c:6]([NH2:32])[c:7]1-[c:8]1[cH:9][cH:10][n:11][cH:12][cH:13]1.